This data is from the Open Reaction Database (ORD), a public repository of structured organic reaction records. The task is: describe an organic reaction: reactants, conditions, products, and yield Reactants: FC=1C=C(C=NC1)C1=CC(=NC(=N1)SC)N1[C@H](COCC1)C ((S)-4-(6-(5-fluoropyridin-3-yl)-2-(methylthio)pyrimidin-4-yl)-3-methylmorpholine), C1(CC1)NC(=O)NC1=CC(=C(C=C1)B1OC(C(O1)(C)C)(C)C)F (1-cyclopropyl-3-(3-fluoro-4-(4,4,5,5-tetramethyl-1,3,2-dioxaborolan-2-yl)phenyl)urea), C1(CC1)NC(=O)NC1=CC(=C(C=C1)B1OC(C(O1)(C)C)(C)C)F (1-cyclopropyl-3-(3-fluoro-4-(4,4,5,5-tetramethyl-1,3,2-dioxaborolan-2-yl)phenyl)urea), ClC1=NC(=CC(=N1)N1[C@H](COCC1)C)C1=C(C=CC(=C1)F)S(=O)(=O)C ((S)-4-(2-chloro-6-(5-fluoro-2-(methylsulfonyl)phenyl)pyrimidin-4-yl)-3-methylmorpholine), ClC1=NC(=CC(=N1)N1[C@H](COCC1)C)C1=C(C=CC(=C1)F)S(=O)(=O)C ((S)-4-(2-chloro-6-(5-fluoro-2-(methylsulfonyl)phenyl)pyrimidin-4-yl)-3-methylmorpholine). Product: C1(CC1)NC(=O)NC1=CC(=C(C=C1)C1=NC(=CC(=N1)C1=C(C=CC(=C1)F)S(=O)(=O)C)N1[C@H](COCC1)C)F ((S)-1-cyclopropyl-3-(3-fluoro-4-(4-(5-fluoro-2-(methylsulfonyl)phenyl)-6-(3-methylmorpholino)pyrimidin-2-yl)phenyl)urea). Reaction SMILES: FC1C=C(C2N=C(SC)N=C(N3CCOC[C@@H]3C)C=2)C=NC=1.Cl[C:24]1[N:29]=[C:28]([N:30]2[CH2:35][CH2:34][O:33][CH2:32][C@@H:31]2[CH3:36])[CH:27]=[C:26]([C:37]2[CH:42]=[C:41]([F:43])[CH:40]=[CH:39][C:38]=2[S:44]([CH3:47])(=[O:46])=[O:45])[N:25]=1.[CH:48]1([NH:51][C:52]([NH:54][C:55]2[CH:60]=[CH:59][C:58](B3OC(C)(C)C(C)(C)O3)=[C:57]([F:70])[CH:56]=2)=[O:53])[CH2:50][CH2:49]1>>[CH:48]1([NH:51][C:52]([NH:54][C:55]2[CH:60]=[CH:59][C:58]([C:24]3[N:25]=[C:26]([C:37]4[CH:42]=[C:41]([F:43])[CH:40]=[CH:39][C:38]=4[S:44]([CH3:47])(=[O:46])=[O:45])[CH:27]=[C:28]([N:30]4[CH2:35][CH2:34][O:33][CH2:32][C@@H:31]4[CH3:36])[N:29]=3)=[C:57]([F:70])[CH:56]=2)=[O:53])[CH2:50][CH2:49]1. Reported procedure: Method as described for intermediate 5 using (S)-4-(2-chloro-6-(5-fluoro-2-(methylsulfonyl)phenyl)pyrimidin-4-yl)-3-methylmorpholine (intermediate 10) and 1-cyclopropyl-3-(3-fluoro-4-(4,4,5,5-tetramethyl-1,3,2-dioxaborolan-2-yl)phenyl)urea (intermediate 11). Material was purified by prep HPLC (low pH) to afford a brown gum, (70 mg, 47%). Reaction conditions: time 15 minute. Reactants: COC1=CC(=C(C=C1)/C=C/CO)[N+](=O)[O-] ((2E)-3-(4-methoxy-2-nitrophenyl)prop-2-en-1-ol), C1(=CC=CC=C1)P(C1=CC=CC=C1)C1=CC=CC=C1 (triphenyl phosphine), BrBr (bromine), N1=CC=CC=C1 (pyridine). Run in C(Cl)Cl (DCM), C(Cl)Cl (DCM), C(Cl)Cl (DCM). Procedure: To a stirred slurry of triphenyl phosphine (16.4 g, 0.627 mol) in dry DCM (150 mL) under nitrogen at 0° C., is added dropwise a solution of bromine (3.2 mL, 0.0627 mol) in DCM (30 mL). After stirring for 15 min, a solution of (2E)-3-(4-methoxy-2-nitrophenyl)prop-2-en-1-ol (10 g, 0.044 mol) in dry DCM (100 mL) is added dropwise to the reaction mixture followed by a dropwise addition of pyridine (5.05 mL, 0.06 mol) at 0° C. After stirring at room temperature for another 4 h, the reaction mixture i... RXN SMILES: C1(P(C2C=CC=CC=2)C2C=CC=CC=2)C=CC=CC=1.[Br:20]Br.[CH3:22][O:23][C:24]1[CH:29]=[CH:28][C:27](/[CH:30]=[CH:31]/[CH2:32]O)=[C:26]([N+:34]([O-:36])=[O:35])[CH:25]=1.N1C=CC=CC=1>C(Cl)Cl>[Br:20][CH2:32][CH:31]=[CH:30][C:27]1[CH:28]=[CH:29][C:24]([O:23][CH3:22])=[CH:25][C:26]=1[N+:34]([O-:36])=[O:35]. Product: BrCC=CC1=C(C=C(C=C1)OC)[N+](=O)[O-] (1-[3-Bromoprop-1-enyl]-4-methoxy-2-nitrobenzene). Yield: 58.5%. The reactants are CCCc1nc2c(C)cc(-c3cn(Cc4ccc(F)cc4)cn3)cc2n1Cc1ccc(-c2ccccc2C(=O)OC(C)(C)C)cc1, ClCCl, O=C(O)C(F)(F)F. Product: CCCc1nc2c(C)cc(-c3cn(Cc4ccc(F)cc4)cn3)cc2n1Cc1ccc(-c2ccccc2C(=O)O)cc1. RXN SMILES: [CH2:1]([CH2:2][CH3:3])[c:4]1[n:5][c:6]2[c:7]([n:8]1[CH2:9][c:10]1[cH:11][cH:12][c:13](-[c:16]3[c:17]([C:22](=[O:23])[O:24][C:25]([CH3:26])([CH3:27])[CH3:28])[cH:18][cH:19][cH:20][cH:21]3)[cH:14][cH:15]1)[cH:29][c:30](-[c:34]1[n:35][cH:36][n:37]([CH2:39][c:40]3[cH:41][cH:42][c:43]([F:46])[cH:44][cH:45]3)[cH:38]1)[cH:31][c:32]2[CH3:33].[CH2:54]([Cl:55])[Cl:56].[OH:47][C:48]([C:49]([F:50])([F:51])[F:52])=[O:53]>>[CH2:1]([CH2:2][CH3:3])[c:4]1[n:5][c:6]2[c:7]([n:8]1[CH2:9][c:10]1[cH:11][cH:12][c:13](-[c:16]3[c:17]([C:22](=[O:23])[OH:24])[cH:18][cH:19][cH:20][cH:21]3)[cH:14][cH:15]1)[cH:29][c:30](-[c:34]1[n:35][cH:36][n:37]([CH2:39][c:40]3[cH:41][cH:42][c:43]([F:46])[cH:44][cH:45]3)[cH:38]1)[cH:31][c:32]2[CH3:33]. The reactants are [BH4-], CC(=O)O[BH-](OC(C)=O)OC(C)=O, CC(=O)[O-], CO, ClCCl, [NH4+], [Na+], CC(C)(C)OC(=O)N(Cc1cc2c(cn1)OCCO2)CC1CN(CCn2c(=O)cnc3ccc(F)cc32)CCC1=O. Product: CC(C)(C)OC(=O)N(Cc1cc2c(cn1)OCCO2)CC1CN(CCn2c(=O)cnc3ccc(F)cc32)CCC1N. Reaction SMILES: [BH4-:61].[C:47]([O:48][BH-:49]([O:50][C:51](=[O:52])[CH3:53])[O:54][C:55](=[O:56])[CH3:57])(=[O:58])[CH3:59].[CH3:43][C:44](=[O:45])[O-:46].[CH3:62][OH:63].[Cl:64][CH2:65][Cl:66].[NH4+:42].[Na+:60].[O:1]1[CH2:2][CH2:3][O:4][c:5]2[cH:6][n:7][c:8]([CH2:11][N:12]([C:13]([O:14][C:15]([CH3:16])([CH3:17])[CH3:18])=[O:19])[CH2:20][CH:21]3[CH2:22][N:23]([CH2:28][CH2:29][n:30]4[c:31](=[O:41])[cH:32][n:33][c:34]5[cH:35][cH:36][c:37]([F:40])[cH:38][c:39]45)[CH2:24][CH2:25][C:26]3=[O:27])[cH:9][c:10]21>>[O:1]1[CH2:2][CH2:3][O:4][c:5]2[cH:6][n:7][c:8]([CH2:11][N:12]([C:13]([O:14][C:15]([CH3:16])([CH3:17])[CH3:18])=[O:19])[CH2:20][CH:21]3[CH2:22][N:23]([CH2:28][CH2:29][n:30]4[c:31](=[O:41])[cH:32][n:33][c:34]5[cH:35][cH:36][c:37]([F:40])[cH:38][c:39]45)[CH2:24][CH2:25][CH:26]3[NH2:42])[cH:9][c:10]21. Starting materials: CS(C)=O, NCc1ccc(C(F)(F)F)cc1, O=C(Nc1cccc2c(Cl)nccc12)Oc1ccccc1. Product: O=C(NCc1ccc(C(F)(F)F)cc1)Nc1cccc2c(Cl)nccc12. RXN SMILES: [CH3:34][S:35]([CH3:36])=[O:37].[F:22][C:23]([c:24]1[cH:25][cH:26][c:27]([CH2:28][NH2:29])[cH:30][cH:31]1)([F:32])[F:33].[c:1]1([O:2][C:8]([NH:9][c:10]2[c:11]3[cH:12][cH:13][n:14][c:15]([Cl:20])[c:16]3[cH:17][cH:18][cH:19]2)=[O:21])[cH:3][cH:4][cH:5][cH:6][cH:7]1>>[C:8]([NH:9][c:10]1[c:11]2[cH:12][cH:13][n:14][c:15]([Cl:20])[c:16]2[cH:17][cH:18][cH:19]1)(=[O:21])[NH:29][CH2:28][c:27]1[cH:26][cH:25][c:24]([C:23]([F:22])([F:32])[F:33])[cH:31][cH:30]1.